From a dataset of the Open Reaction Database (ORD), a public repository of structured organic reaction records. describe an organic reaction: reactants, conditions, products, and yield Reactants: C(C1=CC=CC=C1)OC1=CC=C(OCCC2CCN(CC2)C(=O)OC(C)(C)C)C=C1 (tert-butyl 4-[2-[4-(benzyloxy)phenoxy]ethyl]piperidine-1-carboxylate). The reagents and catalysts are [Zn+2].[Br-].[Br-] (ZnBr2). The solvent is C(Cl)Cl (CH2Cl2), C(Cl)Cl (CH2Cl2). Run at time 8 hour. Yields the product C(C1=CC=CC=C1)OC1=CC=C(OCCC2CCNCC2)C=C1 (4-[2-[4-(Benzyloxy)phenoxy]ethyl]piperidine). RXN SMILES: [CH2:1]([O:8][C:9]1[CH:30]=[CH:29][C:12]([O:13][CH2:14][CH2:15][CH:16]2[CH2:21][CH2:20][N:19](C(OC(C)(C)C)=O)[CH2:18][CH2:17]2)=[CH:11][CH:10]=1)[C:2]1[CH:7]=[CH:6][CH:5]=[CH:4][CH:3]=1>C(Cl)Cl.[Zn+2].[Br-].[Br-]>[CH2:1]([O:8][C:9]1[CH:30]=[CH:29][C:12]([O:13][CH2:14][CH2:15][CH:16]2[CH2:21][CH2:20][NH:19][CH2:18][CH2:17]2)=[CH:11][CH:10]=1)[C:2]1[CH:3]=[CH:4][CH:5]=[CH:6][CH:7]=1 |f:2.3.4|. Procedure details: Anhydrous ZnBr2 (1.10 g, 4.88 mmol, 2.0 equiv.) was added to a solution of tert-butyl 4-[2-[4-(benzyloxy)phenoxy]ethyl]piperidine-1-carboxylate (1.00 g, 2.43 mmol) in CH2Cl2 (20 mL) under N2. The mixture was stirred overnight at room temperature, diluted with CH2Cl2 (300 mL), and washed with saturated aqueous NaHCO3 solution and brine. The organic layer was dried over anhydrous Na2SO4. After filtration and concentration, the crude product was purified by preparative HPLC (column: SunFire Prep C1...